describe an organic reaction: reactants, conditions, products, and yield From a dataset of the Open Reaction Database (ORD), a public repository of structured organic reaction records. Reactants: C(C(=O)C)CC(C)=O (acetonylacetone), C(C)(=O)C(CN)N (1-acetylethylenediamine), C(C)O (ethanol). Yields the product CC=1N(C(=CC1)C)CCNC(C)=O (2,5-Dimethyl-1-(2-acetylaminoethyl)pyrrole). Reaction SMILES: [CH2:1]([CH2:5][C:6](=O)[CH3:7])[C:2]([CH3:4])=O.C([CH:12]([NH2:15])[CH2:13][NH2:14])(=O)C.[CH2:16]([OH:18])[CH3:17]>>[CH3:4][C:2]1[N:15]([CH2:12][CH2:13][NH:14][C:16](=[O:18])[CH3:17])[C:6]([CH3:7])=[CH:5][CH:1]=1. Procedure details: 171.2 g (1.5 mol) of acetonylacetone and 153.2 g (1.5 mol) of 1-acetylethylenediamine are heated under reflux in 1.8 l of ethanol for 3 h. The reaction mixture is concentrated, and the residue is recrystallized from toluene. Yield: 259.3 g (96% of theory), Melting point: 106°-107° C. Elemental analysis: C10H16N2O (180.25) calculated: C 66.6 H 8.9 N 15.5 0 8.9 found: C 66.8 H 8.8 N 15.6 0 8.9 The reactants are [BH4-], CO, COc1ccccc1C(=O)c1ccc(N)nc1, [Na+]. The product is COc1ccccc1C(O)c1ccc(N)nc1. As a reaction SMILES: [BH4-:18].[CH3:20][OH:21].[NH2:1][c:2]1[cH:3][cH:4][c:5]([C:8](=[O:9])[c:10]2[c:11]([O:16][CH3:17])[cH:12][cH:13][cH:14][cH:15]2)[cH:6][n:7]1.[Na+:19]>>[NH2:1][c:2]1[cH:3][cH:4][c:5]([CH:8]([OH:9])[c:10]2[c:11]([O:16][CH3:17])[cH:12][cH:13][cH:14][cH:15]2)[cH:6][n:7]1. Product: COc1ccc(Cc2nnc(Oc3ccc4[nH]c(C)cc4c3F)c3ccccc23)cn1. Starting materials: COc1ccc(Cc2nnc(Cl)c3ccccc23)cn1, Cc1cc2c(F)c(O)ccc2[nH]1, [K+], [K+], O=C([O-])[O-], CN(C)C=O. As a reaction SMILES: [Cl:1][c:2]1[n:3][n:4][c:5]([CH2:12][c:13]2[cH:14][n:15][c:16]([O:19][CH3:20])[cH:17][cH:18]2)[c:6]2[cH:7][cH:8][cH:9][cH:10][c:11]12.[F:21][c:22]1[c:23]2[cH:24][c:25]([CH3:32])[nH:26][c:27]2[cH:28][cH:29][c:30]1[OH:31].[K+:33].[K+:34].[O-:35][C:36]([O-:37])=[O:38].[O:39]=[CH:40][N:41]([CH3:42])[CH3:43]>>[c:2]1([O:31][c:30]2[c:22]([F:21])[c:23]3[cH:24][c:25]([CH3:32])[nH:26][c:27]3[cH:28][cH:29]2)[n:3][n:4][c:5]([CH2:12][c:13]2[cH:14][n:15][c:16]([O:19][CH3:20])[cH:17][cH:18]2)[c:6]2[cH:7][cH:8][cH:9][cH:10][c:11]12.